This data is from the Open Reaction Database (ORD), a public repository of structured organic reaction records. The task is: describe an organic reaction: reactants, conditions, products, and yield The reactants are CO, Nc1ccc([N+](=O)[O-])c(C(=O)O)c1, O=S(Cl)Cl. Product: COC(=O)c1cc(N)ccc1[N+](=O)[O-]. Reaction SMILES: [CH3:18][OH:19].[NH2:1][c:2]1[cH:3][cH:4][c:5]([N+:11](=[O:12])[O-:13])[c:6]([C:7](=[O:8])[OH:9])[cH:10]1.[S:14]([Cl:15])([Cl:16])=[O:17]>>[NH2:1][c:2]1[cH:3][cH:4][c:5]([N+:11](=[O:12])[O-:13])[c:6]([C:7]([O:8][CH3:18])=[O:9])[cH:10]1.